Dataset: the Open Reaction Database (ORD), a public repository of structured organic reaction records. Task: describe an organic reaction: reactants, conditions, products, and yield The reactants are O=C(O)Cc1ccc(Br)cc1, ClCCl, O=C(Cl)C(=O)Cl, CN(C)C=O. Product: O=C(Cl)Cc1ccc(Br)cc1. RXN SMILES: [Br:1][c:2]1[cH:3][cH:4][c:5]([CH2:8][C:9](=[O:10])[OH:11])[cH:6][cH:7]1.[CH2:18]([Cl:19])[Cl:20].[Cl:12][C:13]([C:14]([Cl:15])=[O:16])=[O:17].[O:21]=[CH:22][N:23]([CH3:24])[CH3:25]>>[Br:1][c:2]1[cH:3][cH:4][c:5]([CH2:8][C:9](=[O:11])[Cl:12])[cH:6][cH:7]1. Reactants: CC#N, COc1cc(C=O)cc(Cl)c1OS(=O)(=O)C(F)(F)F. Yields the product COc1cc(Cl)cc(C=O)c1. Reaction SMILES: [CH3:20][C:21]#[N:22].[Cl:1][c:2]1[cH:3][c:4]([CH:5]=[O:6])[cH:7][c:8]([O:18][CH3:19])[c:9]1[O:10][S:11]([C:12]([F:13])([F:14])[F:15])(=[O:16])=[O:17]>>[Cl:1][c:2]1[cH:3][c:4]([CH:5]=[O:6])[cH:7][c:8]([O:18][CH3:19])[cH:9]1. Reaction conditions: time 2 hour. As a reaction SMILES: [N:1]#[N:2].[CH:3]1[C:12]2[C:7](=[CH:8][CH:9]=[CH:10][CH:11]=2)[CH:6]=[CH:5][C:4]=1[S:13]([NH:16][C@H:17]([C:25]([N:27]([CH2:32][CH2:33][CH2:34][CH3:35])[CH2:28][C:29]([OH:31])=[O:30])=[O:26])[CH2:18][CH2:19][CH2:20][NH:21][C:22](=[NH:24])[NH2:23])(=[O:15])=[O:14].S(Cl)([Cl:38])=O.[CH2:40](O)[CH3:41]>>[N:1]#[N:2].[ClH:38].[CH2:40]([O:30][C:29](=[O:31])[CH2:28][N:27]([C:25](=[O:26])[C@H:17]([CH2:18][CH2:19][CH2:20][NH:21][C:22](=[NH:23])[NH2:24])[NH:16][S:13]([C:4]1[CH:5]=[CH:6][C:7]2[C:12](=[CH:11][CH:10]=[CH:9][CH:8]=2)[CH:3]=1)(=[O:14])=[O:15])[CH2:32][CH2:33][CH2:34][CH3:35])[CH3:41] |f:0.1,4.5.6|. Yield: 90.0%. Product: N#N.Cl.C(C)OC(CN(CCCC)C([C@@H](NS(=O)(=O)C1=CC2=CC=CC=C2C=C1)CCCNC(N)=N)=O)=O (N2 (2-naphthalenesulfonyl)-L-arginyl-N-butylglycine ethyl ester hydrochloride). Procedure: To an ice-cooled suspension of 1.0 g of N2 -(2-naphthalenesulfonyl)-L-arginyl-N-butylglycine in 15 ml of ethanol was added dropwise 0.5 ml of thionyl chloride with vigorous stirring. The reaction mixture was allowed to stand for 2 hours at room temperature and then refluxed for 2 hours. At the end of this period, the reaction mixture was evaporated to dryness, and the residual syrup was treated with cold ethyl ether to give 1.02 g (90%) of N2 -(2-naphthalenesulfonyl)-L-arginyl-N-butylglycine eth... Starting materials: ice, N#N.C1=C(C=CC2=CC=CC=C12)S(=O)(=O)N[C@@H](CCCNC(N)=N)C(=O)N(CC(=O)O)CCCC (N2 (2-naphthalenesulfonyl)-L-arginyl-N-butylglycine), C(C)O (ethanol), S(=O)(Cl)Cl (thionyl chloride). The reactants are N1=CC(=CC=C1)CC=1C(NC(=NC1)SC)=O (5-(3-pyridylmethyl)-2-methylthio-4-pyrimidone), CC1=C(N=CN1)CSCCCN (3-(5-methyl-4-imidazolylmethylthio)propylamine). Product: trihydrochloride, CC1=C(N=CN1)CSCCCNC1=NC=C(C(N1)=O)CC=1C=NC=CC1 (2-[3-(5-Methyl-4-imidazolylmethylthio)propylamino]-5-(3-pyridylmethyl)-4-pyrimidone). Reaction SMILES: [N:1]1[CH:6]=[CH:5][CH:4]=[C:3]([CH2:7][C:8]2[C:9](=[O:16])[NH:10][C:11](SC)=[N:12][CH:13]=2)[CH:2]=1.[CH3:17][C:18]1[NH:22][CH:21]=[N:20][C:19]=1[CH2:23][S:24][CH2:25][CH2:26][CH2:27][NH2:28]>>[CH3:17][C:18]1[NH:22][CH:21]=[N:20][C:19]=1[CH2:23][S:24][CH2:25][CH2:26][CH2:27][NH:28][C:11]1[NH:10][C:9](=[O:16])[C:8]([CH2:7][C:3]2[CH:2]=[N:1][CH:6]=[CH:5][CH:4]=2)=[CH:13][N:12]=1. Reported procedure: An intimate mixture of 5-(3-pyridylmethyl)-2-methylthio-4-pyrimidone and 3-(5-methyl-4-imidazolylmethylthio)propylamine is heated at 130°-135° for 7 hours. The cool mixture is triturated with hot water and treated with dilute ethanolic HCl to give the trihydrochloride of the title compound. Starting materials: [Al+3], COC(=O)c1cn(-c2cccc(OC)c2)nc1C(C)C, [H-], [H-], [H-], [H-], [Li+], C1CCOC1. The product is COc1cccc(-n2cc(CO)c(C(C)C)n2)c1. As a reaction SMILES: [Al+3:22].[CH3:1][O:2][c:3]1[cH:4][c:5](-[n:9]2[n:10][c:11]([CH:18]([CH3:19])[CH3:20])[c:12]([C:14](=[O:15])[O:16][CH3:17])[cH:13]2)[cH:6][cH:7][cH:8]1.[H-:21].[H-:24].[H-:25].[H-:26].[Li+:23].[O:27]1[CH2:28][CH2:29][CH2:30][CH2:31]1>>[CH3:1][O:2][c:3]1[cH:4][c:5](-[n:9]2[n:10][c:11]([CH:18]([CH3:19])[CH3:20])[c:12]([CH2:14][OH:15])[cH:13]2)[cH:6][cH:7][cH:8]1. Starting materials: C1(CCCC1)N1N=C(C2=CC=C(C=C12)C(=O)O)CC (1-cyclopentyl-3-ethyl-1H-indazole-6-carboxylic acid), Cl.C(C)OC(CNC)=O (sarcosine ethyl ester hydrochloride). Product: C(C)OC(CN(C)C(=O)C1=CC=C2C(=NN(C2=C1)C1CCCC1)CC)=O ([(1-Cyclopentyl-3-ethyl-1H-indazole-6-carbonyl)-methyl-amino]-acetic acidethyl ester). The yield is 56.0%. As a reaction SMILES: [CH:1]1([N:6]2[C:14]3[C:9](=[CH:10][CH:11]=[C:12]([C:15]([OH:17])=O)[CH:13]=3)[C:8]([CH2:18][CH3:19])=[N:7]2)[CH2:5][CH2:4][CH2:3][CH2:2]1.Cl.[CH2:21]([O:23][C:24](=[O:28])[CH2:25][NH:26][CH3:27])[CH3:22]>>[CH2:21]([O:23][C:24](=[O:28])[CH2:25][N:26]([C:15]([C:12]1[CH:13]=[C:14]2[C:9]([C:8]([CH2:18][CH3:19])=[N:7][N:6]2[CH:1]2[CH2:2][CH2:3][CH2:4][CH2:5]2)=[CH:10][CH:11]=1)=[O:17])[CH3:27])[CH3:22] |f:1.2|. Procedure: This compound was prepared according to the method of Example 35, using 284 mg (1.10 mmol, 1.0 equiv) 1-cyclopentyl-3-ethyl-1H-indazole-6-carboxylic acid and 169 mg (1.10 mmol, 1.0 equiv) sarcosine ethyl ester hydrochloride as starting materials, to give 220 mg (56%) of a clear oil: Anal. calcd for C20H27N3O3: C, 67.21; H, 7.61; N, 11.76. Found: C, 66.93; H, 7.73; N, 11.77. Reactants: C(C1=CC=CC=C1)N1C(C(CCC1)(CCS(=O)(=O)C)CC1=CC=CC=C1)=O (1-benzyl-3-(phenylmethyl)-3-(2-methanesulfonyl-ethyl)-2-oxo-piperidine), FC1=CC=C(CN2C(=NC3=C2C=CC=C3)C3(CCNCC3)O)C=C1 (4-[1-(4-fluoro-benzyl)-1H-benzoimidazol-2-yl]-4-hydroxy-piperidine). Yields the product C(C1=CC=CC=C1)N1C(C(CCC1)(CC1=CC=CC=C1)CCN1CCC(CC1)(O)C1=NC2=C(N1CC1=CC=C(C=C1)F)C=CC=C2)=O (1-Benzyl-3-[2-[4-[1-(4-fluoro-benzyl)-1H-benzoimidazol-2-yl]-4-hydroxy-piperidin-1-yl]-ethyl]-3-(phenylmethyl)-2-oxo-piperidine). Reaction SMILES: [CH2:1]([N:8]1[CH2:13][CH2:12][CH2:11][C:10]([CH2:20][C:21]2[CH:26]=[CH:25][CH:24]=[CH:23][CH:22]=2)([CH2:14][CH2:15]S(C)(=O)=O)[C:9]1=[O:27])[C:2]1[CH:7]=[CH:6][CH:5]=[CH:4][CH:3]=1.[F:28][C:29]1[CH:51]=[CH:50][C:32]([CH2:33][N:34]2[C:38]3[CH:39]=[CH:40][CH:41]=[CH:42][C:37]=3[N:36]=[C:35]2[C:43]2([OH:49])[CH2:48][CH2:47][NH:46][CH2:45][CH2:44]2)=[CH:31][CH:30]=1>>[CH2:1]([N:8]1[CH2:13][CH2:12][CH2:11][C:10]([CH2:14][CH2:15][N:46]2[CH2:47][CH2:48][C:43]([C:35]3[N:34]([CH2:33][C:32]4[CH:50]=[CH:51][C:29]([F:28])=[CH:30][CH:31]=4)[C:38]4[CH:39]=[CH:40][CH:41]=[CH:42][C:37]=4[N:36]=3)([OH:49])[CH2:44][CH2:45]2)([CH2:20][C:21]2[CH:26]=[CH:25][CH:24]=[CH:23][CH:22]=2)[C:9]1=[O:27])[C:2]1[CH:7]=[CH:6][CH:5]=[CH:4][CH:3]=1. Procedure: Prepare by the method of Example 6.6.2 using 1-benzyl-3-(phenylmethyl)-3-(2-methanesulfonyl-ethyl)-2-oxo-piperidine and 4-[1-(4-fluoro-benzyl)-1H-benzoimidazol-2-yl]-4-hydroxy-piperidine to give the title compound: Rf=0.66 (silica gel, 10% methanol/ethyl acetate). Reactants: ClC1=C(C=C(N)C=C1)C1=NC=CC=C1 (4-chloro-3-(pyridin-2-yl)aniline), ClC1=C(C(=O)O)C=CC(=C1)S(N)(=O)=O (2-chloro-4-sulfamoylbenzoic acid). Yields the product ClC1=C(C(=O)NC2=CC(=C(C=C2)Cl)C2=NC=CC=C2)C=CC(=C1)S(N)(=O)=O (2-chloro-N-(4-chloro-3-(pyridin-2-yl)phenyl)-4-sulfamoylbenzamide). As a reaction SMILES: [Cl:1][C:2]1[CH:8]=[CH:7][C:5]([NH2:6])=[CH:4][C:3]=1[C:9]1[CH:14]=[CH:13][CH:12]=[CH:11][N:10]=1.[Cl:15][C:16]1[CH:24]=[C:23]([S:25](=[O:28])(=[O:27])[NH2:26])[CH:22]=[CH:21][C:17]=1[C:18](O)=[O:19]>>[Cl:15][C:16]1[CH:24]=[C:23]([S:25](=[O:28])(=[O:27])[NH2:26])[CH:22]=[CH:21][C:17]=1[C:18]([NH:6][C:5]1[CH:7]=[CH:8][C:2]([Cl:1])=[C:3]([C:9]2[CH:14]=[CH:13][CH:12]=[CH:11][N:10]=2)[CH:4]=1)=[O:19]. Procedure details: A solution of 818 mg of Sodium Nitrite in 13 mL of water was added dropwise to a solution of 2 g of methyl 4-amino-2-chlorobenzoate in 5 mL of HCl and 15 mL of AcOH at 0° C. The reaction was removed from the ice bath and stirred at room temperature for 15 minutes. Simultaneously a solution of 460 mg of Copper II Chloride Dihydrate in 1 mL of water was added to a saturated solution of sulfur dioxide gas in 10 mL of AcOH at 0° C. The cooled solution containing Copper II Chloride and sulfur dioxide... The product is FC=1C=CC=C2C(N(C(C12)CCC(=O)NC=1N=CC2=CC=CC=C2C1)CC1=CC=C(C=C1)F)=O (3-[7-Fluoro-2-(4-fluoro-benzyl)-3-oxo-2,3-dihydro-1H-isoindol-1-yl]-N-isoquinolin-3-yl-propionamide). Procedure: The product from Example 11, Part D (200 mg, 0.6 mmol) and isoquinolin-3-amine (131 mg, 0.91 mmol) were converted to the title compound in a manner analogous to the method described in Example 7, Part E, using CH2Cl2 in place of THF in the reaction and EtOAc in the workup, and without crystallization (95 mg, 35%). 1HNMR (300 MHz, CDCl3) δ 8.28 (d, J=9 Hz, 1H), 8.15 (d, J=9 Hz, 1H), 7.91 (s, 1H), 7.75 (m, 2H), 7.70 (d, J=8 Hz, 1H), 7.64 (m, 1H), 7.45 (m, 2H), 7.32 (m, 2H), 7.20 (t, J=9 Hz, 1H), 7... As a reaction SMILES: [F:1][C:2]1[CH:3]=[CH:4][CH:5]=[C:6]2[C:10]=1[CH:9]([CH2:11][CH2:12][C:13]([NH:15][C:16]1[CH:24]=[CH:23][C:19]([C:20](O)=O)=[CH:18][N:17]=1)=[O:14])[N:8]([CH2:25][C:26]1[CH:31]=[CH:30][C:29]([F:32])=[CH:28][CH:27]=1)[C:7]2=[O:33].C1C2[C:38](=CC=CC=2)[CH:37]=[C:36](N)N=1>>[F:1][C:2]1[CH:3]=[CH:4][CH:5]=[C:6]2[C:10]=1[CH:9]([CH2:11][CH2:12][C:13]([NH:15][C:16]1[N:17]=[CH:18][C:19]3[C:23]([CH:24]=1)=[CH:38][CH:37]=[CH:36][CH:20]=3)=[O:14])[N:8]([CH2:25][C:26]1[CH:27]=[CH:28][C:29]([F:32])=[CH:30][CH:31]=1)[C:7]2=[O:33]. The reactants are FC=1C=CC=C2C(N(C(C12)CCC(=O)NC1=NC=C(C(=O)O)C=C1)CC1=CC=C(C=C1)F)=O (6-{3-[7-Fluoro-2-(4-fluorobenzyl)-3-oxo-2,3-dihydro-1H-isoindol-1-yl]-propionylamino}-nicotinic acid), C1=NC(=CC2=CC=CC=C12)N (isoquinolin-3-amine). The reactants are [BH4-], ClCCl, CCO, N#Cc1ccc(CCC(=O)C2CC2)cc1, [Na+], O. The product is N#Cc1ccc(CCC(O)C2CC2)cc1. RXN SMILES: [BH4-:16].[CH2:18]([Cl:19])[Cl:20].[CH3:22][CH2:23][OH:24].[CH:1]1([C:4](=[O:5])[CH2:6][CH2:7][c:8]2[cH:9][cH:10][c:11]([C:14]#[N:15])[cH:12][cH:13]2)[CH2:2][CH2:3]1.[Na+:17].[OH2:21]>>[CH:1]1([CH:4]([OH:5])[CH2:6][CH2:7][c:8]2[cH:9][cH:10][c:11]([C:14]#[N:15])[cH:12][cH:13]2)[CH2:2][CH2:3]1.